The task is: describe an organic reaction: reactants, conditions, products, and yield. This data is from the Open Reaction Database (ORD), a public repository of structured organic reaction records. Starting materials: CCN=C=NCCCN(C)C, Cc1ccc(N)cc1C, CN(C)C=O, O, O=C(O)c1ccc(O)c([N+](=O)[O-])c1, On1nnc2ccccc21. Product: Cc1ccc(NC(=O)c2ccc(O)c([N+](=O)[O-])c2)cc1C. RXN SMILES: [CH3:14][CH2:15][N:16]=[C:17]=[N:18][CH2:19][CH2:20][CH2:21][N:22]([CH3:23])[CH3:24].[CH3:35][c:36]1[cH:37][cH:38][c:39]([NH2:40])[cH:41][c:42]1[CH3:43].[O:44]=[CH:45][N:46]([CH3:47])[CH3:48].[OH2:49].[OH:1][c:2]1[c:3]([N+:11](=[O:12])[O-:13])[cH:4][c:5]([C:6](=[O:7])[OH:8])[cH:9][cH:10]1.[OH:25][n:26]1[c:27]2[c:28]([cH:29][cH:30][cH:31][cH:32]2)[n:33][n:34]1>>[OH:1][c:2]1[c:3]([N+:11](=[O:12])[O-:13])[cH:4][c:5]([C:6](=[O:8])[NH:40][c:39]2[cH:38][cH:37][c:36]([CH3:35])[c:42]([CH3:43])[cH:41]2)[cH:9][cH:10]1. Reactants: C(CC=C)N1N=C(C=2C1=NC(=NC2)Cl)NC2=C(C=CC=C2C)C (1-(but-3-enyl)-6-chloro-N-(2,6-dimethylphenyl)-1H-pyrazolo[3,4-d]pyrimidin-3-amine), NC1=CC=CC=C1 (aniline), C(=O)(C(F)(F)F)O (TFA). The solvent is O1CCOCC1 (1,4-dioxane). Product: C(CC=C)N1N=C(C=2C1=NC(=NC2)NC2=CC=CC=C2)NC2=C(C=CC=C2C)C (1-(but-3-enyl)-N3-(2,6-dimethylphenyl)-N6-phenyl-1H-pyrazolo[3,4-d]pyrimidine-3,6-diamine). As a reaction SMILES: [CH2:1]([N:5]1[C:9]2=[N:10][C:11](Cl)=[N:12][CH:13]=[C:8]2[C:7]([NH:15][C:16]2[C:21]([CH3:22])=[CH:20][CH:19]=[CH:18][C:17]=2[CH3:23])=[N:6]1)[CH2:2][CH:3]=[CH2:4].[NH2:24][C:25]1[CH:30]=[CH:29][CH:28]=[CH:27][CH:26]=1.C(O)(C(F)(F)F)=O>O1CCOCC1>[CH2:1]([N:5]1[C:9]2=[N:10][C:11]([NH:24][C:25]3[CH:30]=[CH:29][CH:28]=[CH:27][CH:26]=3)=[N:12][CH:13]=[C:8]2[C:7]([NH:15][C:16]2[C:21]([CH3:22])=[CH:20][CH:19]=[CH:18][C:17]=2[CH3:23])=[N:6]1)[CH2:2][CH:3]=[CH2:4]. Reported procedure: A solution of 815 mg (2.5 mmol) of 1-(but-3-enyl)-6-chloro-N-(2,6-dimethylphenyl)-1H-pyrazolo[3,4-d]pyrimidin-3-amine 32 (Example 1, Step D) in 17 mL of 1,4-dioxane was treated sequentially with 280 μl (3.1 mmol) of aniline and 415 μl (5.6 mmol) of TFA. The resulting orange solution was heated at reflux for 6 h, and then was concentrated. The residue was purified by chromatography on silica gel (hexanes:EtOAc, 3:1) to give the title compound 33. 1H-NMR (DMSO-d6) δ 2.24 (s, 6H), 2.45-2.52 (m, 2H)... Starting materials: C1CCNCC1, ClCCl, CCOC(OCC)C(C)N(Cc1csc2ccccc12)C(=O)C(CC(=O)OC(C)(C)C)NC(=O)OCC1c2ccccc2-c2ccccc21. Yields the product CCOC(OCC)C(C)N(Cc1csc2ccccc12)C(=O)C(N)CC(=O)OC(C)(C)C. As a reaction SMILES: [CH2:50]1[CH2:51][CH2:52][NH:53][CH2:54][CH2:55]1.[Cl:56][CH2:57][Cl:58].[cH:1]1[c:2]2[c:14]([cH:15][cH:16][cH:17]1)-[c:9]1[c:8]([cH:13][cH:12][cH:11][cH:10]1)[CH:3]2[CH2:4][O:5][C:6](=[O:7])[NH:18][CH:19]([CH2:20][C:21](=[O:22])[O:23][C:24]([CH3:25])([CH3:26])[CH3:27])[C:28](=[O:29])[N:30]([CH:31]([CH:32]([O:33][CH2:34][CH3:35])[O:36][CH2:37][CH3:38])[CH3:39])[CH2:40][c:41]1[c:42]2[c:43]([s:44][cH:45]1)[cH:46][cH:47][cH:48][cH:49]2>>[NH2:18][CH:19]([CH2:20][C:21](=[O:22])[O:23][C:24]([CH3:25])([CH3:26])[CH3:27])[C:28](=[O:29])[N:30]([CH:31]([CH:32]([O:33][CH2:34][CH3:35])[O:36][CH2:37][CH3:38])[CH3:39])[CH2:40][c:41]1[c:42]2[c:43]([s:44][cH:45]1)[cH:46][cH:47][cH:48][cH:49]2. Starting materials: CCO, O=Cc1ccccc1, O. Yields the product CCOC(=O)c1ccccc1. Reaction SMILES: [CH3:10][CH2:11][OH:12].[CH:1](=[O:2])[c:3]1[cH:4][cH:5][cH:6][cH:7][cH:8]1.[O:9]>>[C:1](=[O:2])([c:3]1[cH:4][cH:5][cH:6][cH:7][cH:8]1)[O:12][CH2:11][CH3:10]. Reactants: S(O)(O)(=O)=O (sulfuric acid), BrC1=CC(=C(C=C1C)SCCC(=O)O)C (3-[(4-bromo-2,5-dimethylphenyl)thio]propanoic acid), ice water. The solvent is ClCCl (dichloromethan). Run at temperature 5 celsius. Product: BrC=1C=C(C2=C(C(CCS2)=O)C1C)C (6-bromo-2,3-dihydro-5,8-dimethyl-4H-1-benzothiopyran-4-one). Yield: 87.8%. As a reaction SMILES: [Br:1][C:2]1[C:7]([CH3:8])=[CH:6][C:5]([S:9][CH2:10][CH2:11][C:12]([OH:14])=O)=[C:4]([CH3:15])[CH:3]=1.S(=O)(=O)(O)O>ClCCl>[Br:1][C:2]1[CH:3]=[C:4]([CH3:15])[C:5]2[S:9][CH2:10][CH2:11][C:12](=[O:14])[C:6]=2[C:7]=1[CH3:8]. Procedure: 19.50 g (67.4 mmol) of the title compound of Step A was dissolved in 156 mL of dichloromethan and cooled to 5° C. 78 mL of concentrated sulfuric acid was added dropwise over 45 minutes with vigorous stirring and the reaction was then allowed to stir at 5° C. for 1.5 hours. The reaction was poured into 500 mL of ice water, the layers were separated and the aqueous phase extracted twice with 300 mL of dichloromethane. The combined organic layers were washed twice with 1.0 N NaOH, once with water. ...